From a dataset of the Open Reaction Database (ORD), a public repository of structured organic reaction records. describe an organic reaction: reactants, conditions, products, and yield Reactants: BrC=1C=C2C(CCSC2=CC1C)(C)C (6-bromo-4,4,7-trimethylthiochroman), B(O)O (boronic acid). Yields the product CC1(CC(SC2=CC(=CC=C12)C)B(O)O)C (4,4,7-Trimethylthiochromanylboronic acid). Reaction SMILES: Br[C:2]1[CH:3]=[C:4]2[C:9](=[CH:10][C:11]=1[CH3:12])[S:8][CH2:7][CH2:6][C:5]2([CH3:14])[CH3:13].[BH:15]([OH:17])[OH:16]>>[CH3:13][C:5]1([CH3:14])[C:4]2[C:9](=[CH:10][C:11]([CH3:12])=[CH:2][CH:3]=2)[S:8][CH:7]([B:15]([OH:17])[OH:16])[CH2:6]1. Procedure: In a similar manner to Example 3(a), starting with 5.8 g (21.4 mmol) of 6-bromo-4,4,7-trimethylthiochroman, 3.88 g (76%) of the expected boronic acid are obtained, with a melting point of 252-3° C. Reactants: N1=CC(=CC=C1)C1=CC=NC=2N1N=CC2C#N (7-(3-pyridyl)pyrazolo-[1,5-a]pyrimidine-3-carbonitrile), Cl (hydrochloric acid), C(C)(=O)O (acetic acid). Product: Cl.N1=CC(=CC=C1)C1=CC=NC=2N1N=CC2C(=O)O (7-(3-pyridyl)-pyrazolo[1,5-a]pyrimidine-3-carboxylate hydrochloride). As a reaction SMILES: [N:1]1[CH:6]=[CH:5][CH:4]=[C:3]([C:7]2[N:12]3[N:13]=[CH:14]C(C#N)=[C:11]3[N:10]=[CH:9][CH:8]=2)[CH:2]=1.[ClH:18].[C:19]([OH:22])(=[O:21])[CH3:20]>>[ClH:18].[N:1]1[CH:6]=[CH:5][CH:4]=[C:3]([C:7]2[N:12]3[N:13]=[CH:14][C:20]([C:19]([OH:22])=[O:21])=[C:11]3[N:10]=[CH:9][CH:8]=2)[CH:2]=1 |f:3.4|. Procedure: A mixture of 0.10 mole of 7-(3-pyridyl)pyrazolo-[1,5-a]pyrimidine-3-carbonitrile and concentrated hydrochloric acid in acetic acid is heated at reflux temperature for 16 hours. The solvent is removed to give 7-(3-pyridyl)-pyrazolo[1,5-a]pyrimidine-3-carboxylate hydrochloride. The preceding compound is added portionwise to a chilled solution of 0.30 mole of diborane in tetrahydrofuran. After the addition the mixture is stirred for 16 hours and poured onto ice to give the product of the example. Starting materials: N[C@H](CN1N=C(C=C1)C1=CC(=C(C#N)C=C1)Cl)C ((S)-4-(1-(2-aminopropyl)-1H-pyrazol-3-yl)-2-chlorobenzonitrile), N1=CC(=CC=C1)C1=NOC(=N1)C(=O)O (3-(pyridin-3-yl)-1,2,4-oxadiazole-5-carboxylic acid), C=1C=CC2=C(C1)N=NN2O (HOBt), CCN(C(C)C)C(C)C (DIPEA), CCN=C=NCCCN(C)C (EDCI). The solvent is CN(C)C=O (DMF). The product is ClC=1C=C(C=CC1C#N)C1=NN(C=C1)C[C@H](C)NC(=O)C1=NC(=NO1)C=1C=NC=CC1 ((S)—N-(1-(3-(3-chloro-4-cyanophenyl)-1H-pyrazol-1-yl)propan-2-yl)-3-(pyridin-3-yl)-1,2,4-oxadiazole-5-carboxamide). Yield: 11.9%. As a reaction SMILES: [NH2:1][C@@H:2]([CH3:18])[CH2:3][N:4]1[CH:8]=[CH:7][C:6]([C:9]2[CH:16]=[CH:15][C:12]([C:13]#[N:14])=[C:11]([Cl:17])[CH:10]=2)=[N:5]1.[N:19]1[CH:24]=[CH:23][CH:22]=[C:21]([C:25]2[N:29]=[C:28]([C:30](O)=[O:31])[O:27][N:26]=2)[CH:20]=1.C1C=CC2N(O)N=NC=2C=1.CCN(C(C)C)C(C)C.CCN=C=NCCCN(C)C>CN(C=O)C>[Cl:17][C:11]1[CH:10]=[C:9]([C:6]2[CH:7]=[CH:8][N:4]([CH2:3][C@@H:2]([NH:1][C:30]([C:28]3[O:27][N:26]=[C:25]([C:21]4[CH:20]=[N:19][CH:24]=[CH:23][CH:22]=4)[N:29]=3)=[O:31])[CH3:18])[N:5]=2)[CH:16]=[CH:15][C:12]=1[C:13]#[N:14]. Reported procedure: Following the method of Example 34(d), the title compound was prepared from (S)-4-(1-(2-aminopropyl)-1H-pyrazol-3-yl)-2-chlorobenzonitrile (0.27 g, 1.05 mmol), 3-(pyridin-3-yl)-1,2,4-oxadiazole-5-carboxylic acid (0.2 g, 1.05 mmol), HOBt (0.21 g, 1.57 mmol), DIPEA (0.55 mL, 3.14 mmol) and EDCI (0.3 g, 1.57 mmol) using DMF as solvent to afford 54 mg of the title product. 1H NMR (400 MHz; d6-DMSO): δ 1.23 (d, 3H), 4.37 (m, 2H), 4.50 (m, 1H), 6.96 (d, 1H), 7.65 (m, 1H), 7.88 (d, 1H), 7.92 (m, 2H), 8... Starting materials: C1[C@H]([C@@H]2[C@H](O1)[C@H](CO2)O)O (Isosorbide), C1[C@@H]([C@@H]2[C@H](O1)[C@H](CO2)O)O (isoidide), C1[C@H]([C@@H]2[C@H](O1)[C@H](CO2)O)O (isosorbide), OC[C@H](O)[C@@H](O)[C@H](O)[C@H](O)CO (D-sorbitol), C([C@@H](O)[C@@H](O)[C@H](O)[C@H](O)CO)O (mannitol), sugar alcohols, C1[C@H]([C@@H]2[C@H](O1)[C@H](CO2)O)O (isosorbide), C1[C@H]([C@@H]2[C@H](O1)[C@@H](CO2)O)O (isomannide), C1[C@H]([C@@H]2[C@H](O1)[C@@H](CO2)O)O (isomannide). Yields the product C1[C@@H]([C@@H]2[C@H](O1)[C@H](CO2)O)O (isoidide), O=C[C@H](O)[C@@H](O)[C@H](O)[C@@H](O)CO (L-idose). RXN SMILES: [CH2:1]1[O:5][C@@H:4]2[C@@H:6]([OH:9])[CH2:7][O:8][C@@H:3]2[C@@H:2]1[OH:10].C1O[C@@H]2[C@H](O)CO[C@@H]2[C@@H]1O.C1O[C@@H]2[C@@H](O)CO[C@@H]2[C@H]1O.[OH:31][CH2:32][C@@H:33]([C@H:35]([C@@H:37]([C@@H:39]([CH2:41][OH:42])[OH:40])[OH:38])[OH:36])[OH:34].C(O)[C@H]([C@H]([C@@H]([C@@H](CO)O)O)O)O>>[CH2:1]1[O:5][C@@H:4]2[C@@H:6]([OH:9])[CH2:7][O:8][C@@H:3]2[C@H:2]1[OH:10].[O:31]=[CH:32][C@@H:33]([C@H:35]([C@@H:37]([C@H:39]([CH2:41][OH:42])[OH:40])[OH:38])[OH:36])[OH:34]. Procedure details: Isohexide starting materials can be obtained by known methods of making respectively isosorbide, isomannide, or isoidide. Isosorbide and isomannide can be derived from the dehydration of the corresponding sugar alcohols, D-sorbitol and D mannitol. As a commercial product, isosorbide is also available easily from a manufacturer. The third isomer, isoidide, can be produced from L-idose, which rarely exists in nature and cannot be extracted from vegetal biomass. For this reason, researchers have be... Starting materials: NC1C(NC2=C(NC1=O)C=CC=C2)=O (3-amino-1H-1,5-benzodiazepine-2,4(3H,5H)-dione), C(=O)(OC)CCCNC(=O)OCC=1C=C(C=CC1)N=C=O (3-(3-(carbomethoxy)propylcarbamoyloxymethyl)phenylisocyanate), CN(C=O)C (dimethylformamide). Run at time 1 hour. Product: C(=O)(OC)CCCC(C=1C=C(C=CC1)NC(NC1C(NC2=C(NC1=O)C=CC=C2)=O)=O)OC(N)=O (3-(N'-(3-(3-(carbomethoxy)propyl-carbamoyloxymethyl)phenyl)ureido)--1H-1,5-benzodiazepine-2,4(3H,5H)-dione). Isolated yield 100.0%. As a reaction SMILES: [NH2:1][CH:2]1[C:8](=[O:9])[NH:7][C:6]2[CH:10]=[CH:11][CH:12]=[CH:13][C:5]=2[NH:4][C:3]1=[O:14].C(CCC[NH:22][C:23]([O:25][CH2:26][C:27]1[CH:28]=[C:29]([N:33]=[C:34]=[O:35])[CH:30]=[CH:31][CH:32]=1)=[O:24])(OC)=O.CN(C)[CH:38]=[O:39]>>[C:26]([CH2:27][CH2:32][CH2:31][CH:26]([O:25][C:23](=[O:24])[NH2:22])[C:27]1[CH:28]=[C:29]([NH:33][C:34](=[O:35])[NH:1][CH:2]2[C:8](=[O:9])[NH:7][C:6]3[CH:10]=[CH:11][CH:12]=[CH:13][C:5]=3[NH:4][C:3]2=[O:14])[CH:30]=[CH:31][CH:32]=1)([O:39][CH3:38])=[O:25]. Reported procedure: A mixture of 3-amino-1H-1,5-benzodiazepine-2,4(3H,5H)-dione (1.91 g, 10.0 mmol) and 3-(3-(carbomethoxy)propylcarbamoyloxymethyl)phenylisocyanate (3.507 g, 12.0 mmol) in dimethylformamide (19 ml) is stirred for 1 hr at room temperature. To the residue obtained by concentrating the reaction mixture under reduced pressure is added methylene chloride (300 ml) and methanol (100 ml), and the mixture is stirred for 30 min at room temperature. The reaction mixture is filtered through a silica gel (50 g)... The reactants are FC=1C=C(C=CC1OC1=CC=NC2=CC(=C(C=C12)OC)O)NC(=O)C=1C(N(N(C1C)C)C1=CC=CC=C1)=O (N-(3-fluoro-4-((7-hydroxy-6-methoxyquinolin-4-yl)oxy)phenyl)-1,5-dimethyl-3-oxo-2-phenyl-2,3-dihydro-1H-pyrazole-4-carb oxamide), C(=O)([O-])[O-].[Cs+].[Cs+] (Cs2CO3), CC1(C)CO1 (isobutylene oxide). Run in CN(C)C=O.CC(C)(C)O (DMF t-BuOH). Conditions: temperature 50 celsius, time 3 day. The product is FC=1C=C(C=CC1OC1=CC=NC2=CC(=C(C=C12)OC)OCC(C)(C)O)NC(=O)C=1C(N(N(C1C)C)C1=CC=CC=C1)=O (N-(3-fluoro-4-((7-(2-hydroxy-2-methylpropoxy)-6-methoxyquinolin-4-yl)oxy)phenyl)-1,5-dimethyl-3-oxo-2-phenyl-2,3-dihydro-1H-pyrazole-4-carboxamide). Isolated yield 39.9%. As a reaction SMILES: [F:1][C:2]1[CH:3]=[C:4]([NH:22][C:23]([C:25]2[C:26](=[O:38])[N:27]([C:32]3[CH:37]=[CH:36][CH:35]=[CH:34][CH:33]=3)[N:28]([CH3:31])[C:29]=2[CH3:30])=[O:24])[CH:5]=[CH:6][C:7]=1[O:8][C:9]1[C:18]2[C:13](=[CH:14][C:15]([OH:21])=[C:16]([O:19][CH3:20])[CH:17]=2)[N:12]=[CH:11][CH:10]=1.C([O-])([O-])=O.[Cs+].[Cs+].[CH3:45][C:46]1([O:49][CH2:48]1)[CH3:47]>CN(C=O)C.CC(O)(C)C>[F:1][C:2]1[CH:3]=[C:4]([NH:22][C:23]([C:25]2[C:26](=[O:38])[N:27]([C:32]3[CH:37]=[CH:36][CH:35]=[CH:34][CH:33]=3)[N:28]([CH3:31])[C:29]=2[CH3:30])=[O:24])[CH:5]=[CH:6][C:7]=1[O:8][C:9]1[C:18]2[C:13](=[CH:14][C:15]([O:21][CH2:45][C:46]([OH:49])([CH3:48])[CH3:47])=[C:16]([O:19][CH3:20])[CH:17]=2)[N:12]=[CH:11][CH:10]=1 |f:1.2.3,5.6|. Procedure details: To a mixture of N-(3-fluoro-4-((7-hydroxy-6-methoxyquinolin-4-yl)oxy)phenyl)-1,5-dimethyl-3-oxo-2-phenyl-2,3-dihydro-1H-pyrazole-4-carb oxamide (5.00 g, 9.73 mmol) and Cs2CO3 (1.35 g, 4.14 mmol) in DMF/t-BuOH (15.60 mL/3.90 mL) was added isobutylene oxide (8.60 mL, 97.30 mmol). The reaction was warmed to 50° C. and stirred for three days. The reaction mixture was concentrated in vacuo and purified by a silica gel column chromatography (1:25 (v/v)=methanol/dichloromethane) to give the title compo... Reactants: Cl.C(C1=CC=CC=C1)C=1CC2=CC=C(C=C2C1CCN)OC (2-(2-benzyl-5-methoxy-1H-inden-3-yl) ethylamine hydrochloride), C(C)(=O)Cl (acetyl chloride). Yields the product Example 8, C(C1=CC=CC=C1)C=1CC2=CC=C(C=C2C1CCNC(C)=O)OC (N-[2-(2-Benzyl-5-methoxy-1H-inden-3-yl)ethyl]acetamide). Yield: 94.0%. As a reaction SMILES: Cl.[CH2:2]([C:9]1[CH2:10][C:11]2[C:16]([C:17]=1[CH2:18][CH2:19][NH2:20])=[CH:15][C:14]([O:21][CH3:22])=[CH:13][CH:12]=2)[C:3]1[CH:8]=[CH:7][CH:6]=[CH:5][CH:4]=1.[C:23](Cl)(=[O:25])[CH3:24]>>[CH2:2]([C:9]1[CH2:10][C:11]2[C:16]([C:17]=1[CH2:18][CH2:19][NH:20][C:23](=[O:25])[CH3:24])=[CH:15][C:14]([O:21][CH3:22])=[CH:13][CH:12]=2)[C:3]1[CH:8]=[CH:7][CH:6]=[CH:5][CH:4]=1 |f:0.1|. Reported procedure: Starting with 2-(2-benzyl-5-methoxy-1H-inden-3-yl) ethylamine hydrochloride and acetyl chloride, the title compound was synthesized in otherwise the same manner as Example 8 (yield 94%).